From a dataset of the Open Reaction Database (ORD), a public repository of structured organic reaction records. describe an organic reaction: reactants, conditions, products, and yield Reactants: Nc1c(Br)c(C2=CCNCC2)nc2c(-c3cnc4ccccc4c3)cnn12, Nc1c(Cl)c(N2CCNCC2)nc2c(-c3cnc4ccccc4c3)cnn12, Nc1c(Br)c(C2=CCN(C(=O)c3cccs3)CC2)nc2c(-c3cnc4ccccc4c3)cnn12. Product: Nc1c(Cl)c(N2CCN(C(=O)c3cccs3)CC2)nc2c(-c3cnc4ccccc4c3)cnn12. As a reaction SMILES: [Br:62][c:63]1[c:64]([C:65]2=[CH:70][CH2:69][NH:68][CH2:67][CH2:66]2)[n:71][c:72]2[n:73]([n:74][cH:75][c:76]2-[c:77]2[cH:78][n:79][c:80]3[c:81]([cH:82]2)[cH:83][cH:84][cH:85][cH:86]3)[c:87]1[NH2:88].[Cl:35][c:36]1[c:37]([N:56]2[CH2:57][CH2:58][NH:59][CH2:60][CH2:61]2)[n:38][c:39]2[n:40]([c:41]1[NH2:42])[n:43][cH:44][c:45]2-[c:46]1[cH:47][n:48][c:49]2[cH:50][cH:51][cH:52][cH:53][c:54]2[cH:55]1.[NH2:1][c:2]1[n:3]2[n:4][cH:5][c:6](-[c:7]3[cH:8][n:9][c:10]4[c:11]([cH:12]3)[cH:13][cH:14][cH:15][cH:16]4)[c:17]2[n:18][c:19]([C:20]2=[CH:25][CH2:24][N:23]([C:27](=[O:28])[c:29]3[s:30][cH:31][cH:32][cH:33]3)[CH2:22][CH2:21]2)[c:26]1[Br:34]>>[C:27](=[O:28])([c:29]1[s:30][cH:31][cH:32][cH:33]1)[N:59]1[CH2:58][CH2:57][N:56]([c:37]2[c:36]([Cl:35])[c:41]([NH2:42])[n:40]3[c:39]([n:38]2)[c:45](-[c:46]2[cH:47][n:48][c:49]4[cH:50][cH:51][cH:52][cH:53][c:54]4[cH:55]2)[cH:44][n:43]3)[CH2:61][CH2:60]1. Product: CN1C(CC[C@@]2(C3=C(CC[C@@H]12)C=C(C=C3)SC=3SC1=C(N3)C(=CC=C1)Br)C)=O ((+)-(4aR)-(10bR)-4-methyl-8-(4-bromo-2-benzothiazolylthio)-10b-methyl-1,2,3,4,4a,5,6,10b-octahydrobenzo[f]quinolin-3-one). As a reaction SMILES: [CH3:1][N:2]1[C@H:11]2[C@@:6]([CH3:17])([C:7]3[CH:15]=[CH:14][C:13]([SH:16])=[CH:12][C:8]=3[CH2:9][CH2:10]2)[CH2:5][CH2:4][C:3]1=[O:18].C(=O)([O-])[O-].[K+].[K+].Cl[C:26]1[S:27][C:28]2[CH:34]=[CH:33][CH:32]=[C:31]([Br:35])[C:29]=2[N:30]=1.CN(C)C=O>C(OCC)(=O)C>[CH3:1][N:2]1[C@H:11]2[C@@:6]([CH3:17])([C:7]3[CH:15]=[CH:14][C:13]([S:16][C:26]4[S:27][C:28]5[CH:34]=[CH:33][CH:32]=[C:31]([Br:35])[C:29]=5[N:30]=4)=[CH:12][C:8]=3[CH2:9][CH2:10]2)[CH2:5][CH2:4][C:3]1=[O:18] |f:1.2.3|. The reactants are CN1C(CC[C@@]2(C3=C(CC[C@@H]12)C=C(C=C3)S)C)=O ((+)-(4aR)-(10bR)-4-methyl-8-mercapto-10b-methyl-1,2,3,4,4a,5,6,10b-octahydrobenzo[f]quinolin-3-one), C([O-])([O-])=O.[K+].[K+] (potassium carbonate), ClC=1SC2=C(N1)C(=CC=C2)Br (2-chloro-4-bromobenzothiazole), CN(C=O)C (dimethylformamide). Procedure details: A 15 mL round bottom flask was charged with (+)-(4aR)-(10bR)-4-methyl-8-mercapto-10b-methyl-1,2,3,4,4a,5,6,10b-octahydrobenzo[f]quinolin-3-one (100 mg, 0.38 mmol), potassium carbonate (158 mg, 1.14 mmol), 2-chloro-4-bromobenzothiazole (114 mg, 0.46 mmol) and 1 mL of anhydrous dimethylformamide, fitted with a reflux condenser, and the stirred mixture was heated at 60°, under nitrogen, for 18 h. The mixture was cooled, diluted with ethyl acetate (75 mL) and washed with brine (2×25 mL). The combine... Isolated yield 78.9%. Run in C(C)(=O)OCC (ethyl acetate). Yield: 79.5%. Reactants: NC1=NC(=C(N=C1CC1=CC=CC=C1)C1=C(C=C(C=C1)OC)C=C)C=C (2-Amino-3-benzyl-5-(4-methoxy-2-vinylphenyl)-6-vinylpyrazine), C(C)(=O)Cl (acetyl chloride), O (water). Product: C(C1=CC=CC=C1)C=1C(=NC(=C(N1)C1=C(C=C(C=C1)OC)C=C)C=C)NC(C)=O (N-(3-Benzyl-5-(4-methoxy-2-vinylphenyl)-6-vinylpyrazin-2-yl)acetamide). The reagents and catalysts are CN(C1=CC=NC=C1)C (4-(dimethylamino)pyridine). As a reaction SMILES: [NH2:1][C:2]1[C:7]([CH2:8][C:9]2[CH:14]=[CH:13][CH:12]=[CH:11][CH:10]=2)=[N:6][C:5]([C:15]2[CH:20]=[CH:19][C:18]([O:21][CH3:22])=[CH:17][C:16]=2[CH:23]=[CH2:24])=[C:4]([CH:25]=[CH2:26])[N:3]=1.[C:27](Cl)(=[O:29])[CH3:28].O>N1C=CC=CC=1.CN(C)C1C=CN=CC=1>[CH2:8]([C:7]1[C:2]([NH:1][C:27](=[O:29])[CH3:28])=[N:3][C:4]([CH:25]=[CH2:26])=[C:5]([C:15]2[CH:20]=[CH:19][C:18]([O:21][CH3:22])=[CH:17][C:16]=2[CH:23]=[CH2:24])[N:6]=1)[C:9]1[CH:10]=[CH:11][CH:12]=[CH:13][CH:14]=1. Run at temperature 60 celsius. Procedure details: Under an argon atmosphere, to a solution of 2-amino-3-benzyl-5-(4-methoxy-2-vinylphenyl)-6-vinylpyrazine (9) (100 mg, 292 μmol) in anhydrous pyridine (20 mL) were successively added 4-(dimethylamino)pyridine (DMAP)(3.0 mg, 25 μmol) and acetyl chloride (65.0 μL, 911 μmol) at room temperature. The mixture was heated at 60° C. and stirred for an hour. After cooling to room temperature, to the mixture was added water and the product was extracted with ethyl acetate (×3). The combined organic extract... Run in N1=CC=CC=C1 (pyridine). Reactants: ClC1=NC(=C2NC=NC2=N1)Cl (2,6-dichloropurine), [N+](=O)([O-])C=1C=C2CCNC2=CC1 (5-nitroindoline). The solvent is C(CCC)O (butanol). Conditions: time 3 day. The product is ClC1=NC(=C2N=CNC2=N1)N1CCC2=CC(=CC=C12)[N+](=O)[O-] (2-chloro-6-(2,3-dihydro-5-nitro-1H-indol-1-yl)-9H-purine). The yield is 90.6%. RXN SMILES: [Cl:1][C:2]1[N:10]=[C:9]2[C:5]([NH:6][CH:7]=[N:8]2)=[C:4](Cl)[N:3]=1.[N+:12]([C:15]1[CH:16]=[C:17]2[C:21](=[CH:22][CH:23]=1)[NH:20][CH2:19][CH2:18]2)([O-:14])=[O:13]>C(O)CCC>[Cl:1][C:2]1[N:10]=[C:9]2[C:5]([N:6]=[CH:7][NH:8]2)=[C:4]([N:20]2[C:21]3[C:17](=[CH:16][C:15]([N+:12]([O-:14])=[O:13])=[CH:23][CH:22]=3)[CH2:18][CH2:19]2)[N:3]=1. Reported procedure: 37.8 g of 2,6-dichloropurine, 700 ml of butanol and 32.8 g of 5-nitroindoline are mixed and brought to a temperature of 90° C. for approximately 3 days. The mixture is allowed to return to ambient temperature. Partial drying, washing with ethyl ether and drying under vacuum at 50° C. are carried out and 57.3 g of expected product are obtained, in the form of beige crystals. Starting materials: [BH3-]C#N, C1COCCN1, Cc1ccc(S(=O)(=O)Oc2ccc(C=O)nc2)cc1, CO, [Na+]. Product: Cc1ccc(S(=O)(=O)Oc2ccc(CN3CCOCC3)nc2)cc1. As a reaction SMILES: [C:26]([BH3-:27])#[N:28].[CH2:20]1[CH2:21][O:22][CH2:23][CH2:24][NH:25]1.[CH3:1][c:2]1[cH:3][cH:4][c:5]([S:8](=[O:9])(=[O:10])[O:11][c:12]2[cH:13][n:14][c:15]([CH:18]=[O:19])[cH:16][cH:17]2)[cH:6][cH:7]1.[CH3:30][OH:31].[Na+:29]>>[CH3:1][c:2]1[cH:3][cH:4][c:5]([S:8](=[O:9])(=[O:10])[O:11][c:12]2[cH:13][n:14][c:15]([CH2:18][N:25]3[CH2:20][CH2:21][O:22][CH2:23][CH2:24]3)[cH:16][cH:17]2)[cH:6][cH:7]1. Procedure: 2.0 M of Isopropylmagnesium chloride in tetrahydrofuran (0.24 mL) was added to a solution of 1,3-thiazole (40 mg, 0.47 mmol) in tetrahydrofuran (6 mL) at −78° C. The reaction was stirred for 1 h. as it was warmed to −10° C. 2-Biphenyl-4-yl-N-methoxy-N-methylacetamide (100 mg, 0.4 mmol) in Tetrahydrofuran (2 mL) was added dropwise at −10° C. The reaction was stirred for 2 h. while the reaction was warmed to r.t. gradually. The reaction was quenched with saturated NH4Cl, and was extracted with eth... RXN SMILES: C([Mg]Cl)(C)C.[S:6]1[CH:10]=[CH:9][N:8]=[CH:7]1.[C:11]1([C:24]2[CH:29]=[CH:28][CH:27]=[CH:26][CH:25]=2)[CH:16]=[CH:15][C:14]([CH2:17][C:18](N(OC)C)=[O:19])=[CH:13][CH:12]=1>O1CCCC1>[C:11]1([C:24]2[CH:25]=[CH:26][CH:27]=[CH:28][CH:29]=2)[CH:12]=[CH:13][C:14]([CH2:17][C:18]([C:7]2[S:6][CH:10]=[CH:9][N:8]=2)=[O:19])=[CH:15][CH:16]=1. Product: C1(=CC=C(C=C1)CC(=O)C=1SC=CN1)C1=CC=CC=C1 (2-biphenyl-4-yl-1-(1,3-thiazol-2-yl)ethanone). The reactants are C1(=CC=C(C=C1)CC(=O)N(C)OC)C1=CC=CC=C1 (2-Biphenyl-4-yl-N-methoxy-N-methylacetamide), C(C)(C)[Mg]Cl (Isopropylmagnesium chloride), S1C=NC=C1 (1,3-thiazole). Run at temperature -10 celsius, time 1 hour. The yield is 62.6%. Run in O1CCCC1 (Tetrahydrofuran), O1CCCC1 (tetrahydrofuran), O1CCCC1 (tetrahydrofuran). Reaction SMILES: [Cl:1][C:2]1[CH:3]=[CH:4][C:5]([N:16]2[C:20]([CH2:21][Cl:22])=[N:19][N:18]=[C:17]2[CH2:23][NH:24][C:25]([O:27]CC2C=CC=CC=2)=O)=[C:6]([CH:15]=1)[C:7]([C:9]1[CH:14]=[CH:13][CH:12]=[CH:11][CH:10]=1)=[O:8].Br.[C:36](O)(=O)C>>[Cl:1][C:2]1[CH:3]=[CH:4][C:5]([N:16]2[C:20]([CH2:21][Cl:22])=[N:19][N:18]=[C:17]2[CH2:23][NH:24][C:25](=[O:27])[CH3:36])=[C:6]([CH:15]=1)[C:7]([C:9]1[CH:14]=[CH:13][CH:12]=[CH:11][CH:10]=1)=[O:8] |f:1.2|. Run at time 1.25 hour. The reactants are ClC=1C=CC(=C(C(=O)C2=CC=CC=C2)C1)N1C(=NN=C1CCl)CNC(=O)OCC1=CC=CC=C1 (5-chloro-2-[3-(N-carbobenzoxyaminomethyl)-5-chloromethyl-4H-1,2,4-triazol-4-yl]-benzophenone), Br.C(C)(=O)O (hydrogen bromide acetic acid). Yields the product ClC=1C=CC(=C(C(=O)C2=CC=CC=C2)C1)N1C(=NN=C1CCl)CNC(C)=O (5-chloro-2-(3-acetamidomethyl-5-chloromethyl-4H-1,2,4-triazol-4-yl)-benzophenone). Reported procedure: A mixture of 5-chloro-2-[3-(N-carbobenzoxyaminomethyl)-5-chloromethyl-4H-1,2,4-triazol-4-yl]-benzophenone (0.995 g) and 30% hydrogen bromide-acetic acid (2 ml) is stirred at room temperature for 1.25 hours, and the mixture is washed with ether (50 ml) twice. The obtained free base is mixed with benzene (10 ml), acetyl chloride (0.5 g) and dimethylformamide (6 ml), and the resultant mixture is stirred at room temperature for 2 hours, and allowed to stand overnight. The reaction mixture is neutral... Starting materials: Br.N1(CCNCC1)C=1C=C2CCC(NC2=CC1)=O (6-(1-Piperazinyl)-3,4-dihydrocarbostyril monohydrobromide), ClC1=CC=C(C(=O)Cl)C=C1 (4-chlorobenzoyl chloride), C(O)([O-])=O.[Na+] (sodium hydrogencarbonate), N1(CCNCC1)C=1C=C2CCC(NC2=CC1)=O (6-(1-piperazinyl)-3,4-dihydrocarbostyril). The solvent is CN(C)C=O (DMF), C(C)N(CC)CC (triethylamine), O (water), CN(C)C=O (DMF). Reaction conditions: time 30 minute. Yields the product ClC1=CC=C(C(=O)N2CCN(CC2)C=2C=C3CCC(NC3=CC2)=O)C=C1 (6-[4-(4-chlorobenzoyl)-1-piperazinyl]-3,4-dihydrocarbostyril). Yield: 16.9%. As a reaction SMILES: Br.[N:2]1([C:8]2[CH:9]=[C:10]3[C:15](=[CH:16][CH:17]=2)[NH:14][C:13](=[O:18])[CH2:12][CH2:11]3)[CH2:7][CH2:6][NH:5][CH2:4][CH2:3]1.C(=O)([O-])O.[Na+].N1(C2C=C3C(=CC=2)NC(=O)CC3)CCNCC1.[Cl:41][C:42]1[CH:50]=[CH:49][C:45]([C:46](Cl)=[O:47])=[CH:44][CH:43]=1>CN(C=O)C.O.C(N(CC)CC)C>[Cl:41][C:42]1[CH:50]=[CH:49][C:45]([C:46]([N:5]2[CH2:6][CH2:7][N:2]([C:8]3[CH:9]=[C:10]4[C:15](=[CH:16][CH:17]=3)[NH:14][C:13](=[O:18])[CH2:12][CH2:11]4)[CH2:3][CH2:4]2)=[O:47])=[CH:44][CH:43]=1 |f:0.1,2.3|. Reported procedure: 6-(1-Piperazinyl)-3,4-dihydrocarbostyril monohydrobromide (3.5 g) was suspended in 40 ml of DMF. After adding 960 mg of sodium hydrogencarbonate, the suspension was stirred at room temperature for 30 minutes to convert the starting compound to 6-(1-piperazinyl)-3,4-dihydrocarbostyril. Then, to the mixture was added 2.34 ml of triethylamine and the mixture was stirred at room temperature while slowly adding dropwise 10 ml of DMF solution containing 2.5 g of 4-chlorobenzoyl chloride. After complet... The reactants are O=C([O-])[O-], CN(CCC(O)C(F)(F)F)C(=O)OC(C)(C)C, Cc1ccc(C#N)c(Cl)n1, [Cs+], [Cs+], CN(C)C=O, O. Yields the product Cc1ccc(C#N)c(OC(CCN(C)C(=O)OC(C)(C)C)C(F)(F)F)n1. As a reaction SMILES: [C:28](=[O:29])([O-:30])[O-:31].[CH3:11][N:12]([C:13]([O:14][C:15]([CH3:16])([CH3:17])[CH3:18])=[O:19])[CH2:20][CH2:21][CH:22]([C:23]([F:24])([F:25])[F:26])[OH:27].[Cl:1][c:2]1[c:3]([C:4]#[N:5])[cH:6][cH:7][c:8]([CH3:10])[n:9]1.[Cs+:32].[Cs+:33].[O:34]=[CH:35][N:36]([CH3:37])[CH3:38].[OH2:39]>>[c:2]1([O:27][CH:22]([CH2:21][CH2:20][N:12]([CH3:11])[C:13]([O:14][C:15]([CH3:16])([CH3:17])[CH3:18])=[O:19])[C:23]([F:24])([F:25])[F:26])[c:3]([C:4]#[N:5])[cH:6][cH:7][c:8]([CH3:10])[n:9]1.